The task is: describe an organic reaction: reactants, conditions, products, and yield. This data is from the Open Reaction Database (ORD), a public repository of structured organic reaction records. The reactants are NC[C@H](O)C=1C=CC(=C(C1)CS(=O)(=O)N)O (1-{5-[(1R)-2-amino-1-hydroxyethyl]-2-hydroxyphenyl}methanesulfonamide), C(C)(C)N(CC)C(C)C (diisopropylethylamine), BrCCCCCCOCCCCC=1C=C(C=CC1)S(=O)(=O)N (3-{4-[(6-bromohexyl)oxy]butyl}benzenesulfonamide). Run in CN(C=O)C (N,N-dimethylformamide). The product is C(=O)O.O[C@@H](CNCCCCCCOCCCCC=1C=C(C=CC1)S(=O)(=O)N)C1=CC(=C(C=C1)O)NS(=O)(=O)C (3-[4-({6-[((2R)-2-Hydroxy-2-{4-hydroxy-3-[(methylsulfonyl)amino]phenyl}ethyl)amino]hexyl}oxy)butyl]benzenesulfonamide formate). The yield is 18.1%. Reaction SMILES: [NH2:1][CH2:2][C@@H:3]([C:5]1[CH:6]=[CH:7][C:8]([OH:16])=[C:9](CS(N)(=O)=O)[CH:10]=1)[OH:4].C(N(C(C)C)CC)(C)C.Br[CH2:27][CH2:28][CH2:29][CH2:30][CH2:31][CH2:32][O:33][CH2:34][CH2:35][CH2:36][CH2:37][C:38]1[CH:39]=[C:40]([S:44]([NH2:47])(=[O:46])=[O:45])[CH:41]=[CH:42][CH:43]=1>CN(C)C=O>[CH:8]([OH:16])=[O:33].[OH:4][C@H:3]([C:5]1[CH:6]=[CH:7][C:8]([OH:16])=[C:9]([NH:47][S:44]([CH3:40])(=[O:46])=[O:45])[CH:10]=1)[CH2:2][NH:1][CH2:27][CH2:28][CH2:29][CH2:30][CH2:31][CH2:32][O:33][CH2:34][CH2:35][CH2:36][CH2:37][C:38]1[CH:39]=[C:40]([S:44]([NH2:47])(=[O:46])=[O:45])[CH:41]=[CH:42][CH:43]=1 |f:4.5|. Reported procedure: A stirred solution of 1-{5-[(1R)-2-amino-1-hydroxyethyl]-2-hydroxyphenyl}methanesulfonamide (65 mg), diisopropylethylamine (0.06 ml) and 3-{4-[(6-bromohexyl)oxy]butyl}benzenesulfonamide (86 mg) in N,N-dimethylformamide (1 ml) under nitrogen was heated to 50° for 48 h. The mixture was cooled to 20°, the solvent evaporated in vacuo and the residue purified by mass-directed autopreparative HPLC to give the title compound (12 mg). LCMS RT=2.31 min ES+ve 558 (MH)+. The reactants are FC1=C(C(N)=S)C(=CC=C1)F (2,6-difluorobenzothioamide), ClC(C(=O)OCC)C(=O)C (ethyl 2-chloroacetoacetate). Run in C(C)O (ethanol). Reaction conditions: time 30 minute. The product is FC1=C(C(=CC=C1)F)C=1SC(=C(N1)C)C(=O)OCC (ethyl 2-(2,6-difluorophenyl)-4-methylthiazole-5-carboxylate). Reaction SMILES: [F:1][C:2]1[CH:10]=[CH:9][CH:8]=[C:7]([F:11])[C:3]=1[C:4](=[S:6])[NH2:5].Cl[CH:13]([C:19]([CH3:21])=O)[C:14]([O:16][CH2:17][CH3:18])=[O:15]>C(O)C>[F:1][C:2]1[CH:10]=[CH:9][CH:8]=[C:7]([F:11])[C:3]=1[C:4]1[S:6][C:13]([C:14]([O:16][CH2:17][CH3:18])=[O:15])=[C:19]([CH3:21])[N:5]=1. Reported procedure: To a solution of the compound prepared in Example 344 (50 g) in ethanol (250 mL) was added ethyl 2-chloroacetoacetate (42 mL) at room temperature. The mixture was heated to reflux for 12 hours, cooled and concentrated. The residue was stirred with hexane (250 mL) for 30 minutes, filtered and then washed with hexane (50 mL). The solid was dried to obtain the title compound (48.6 g) having the following physical data.